This data is from the Open Reaction Database (ORD), a public repository of structured organic reaction records. The task is: describe an organic reaction: reactants, conditions, products, and yield The reactants are ClC=1N=C(C=2CCCCC2C1C=O)C (3-Chloro-1-methyl-5,6,7,8-tetrahydroisoquinoline-4-carboxaldehyde), [OH-].[Na+] (sodium hydroxide), CC(=O)C (acetone), O (water). The product is ClC=1N=C(C=2CCCCC2C1C=CC(C)=O)C (1-(3-chloro-1-methyl-5,6,7,8-tetrahydroisoquinolin-4-yl)-but-1-en-3-one). As a reaction SMILES: [Cl:1][C:2]1[N:3]=[C:4]([CH3:14])[C:5]2[CH2:6][CH2:7][CH2:8][CH2:9][C:10]=2[C:11]=1[CH:12]=O.[OH-].[Na+].O.[CH3:18][C:19]([CH3:21])=[O:20]>>[Cl:1][C:2]1[N:3]=[C:4]([CH3:14])[C:5]2[CH2:6][CH2:7][CH2:8][CH2:9][C:10]=2[C:11]=1[CH:12]=[CH:18][C:19](=[O:20])[CH3:21] |f:1.2|. Reported procedure: 3-Chloro-1-methyl-5,6,7,8-tetrahydroisoquinoline-4-carboxaldehyde (4.0 g) was stirred with a few drops of a 2% aqueous sodium hydroxide solution in aqueous acetone (1:2 v/v; 20 ml) at room temperature for 4 hr. The mixture was poured into water which was then extracted with diethyl ether. The residue obtained after evaporation of the dried (MgSO4) organic extract was purified by column chromatography over silica with dichloromethane elution to give 1-(3-chloro-1-methyl-5,6,7,8-tetrahydroisoquino... The reactants are O(C1=CC=CC=C1)C1=CC=C(N=N1)OC1CN2CCC1CC2 (3-[(6-phenoxypyridazin-3-yl)oxy]quinuclidine), Cl (HCl), O1CCOCC1 (1,4-dioxane). Solvent: C(C)(=O)OCC (ethyl acetate). The product is Cl.O(C1=CC=CC=C1)C1=CC=C(N=N1)OC1CN2CCC1CC2 (3-[(6-phenoxypyridazin-3-yl)oxy]quinuclidine hydrochloride). Reaction SMILES: [O:1]([C:8]1[N:13]=[N:12][C:11]([O:14][CH:15]2[CH:20]3[CH2:21][CH2:22][N:17]([CH2:18][CH2:19]3)[CH2:16]2)=[CH:10][CH:9]=1)[C:2]1[CH:7]=[CH:6][CH:5]=[CH:4][CH:3]=1.[ClH:23].O1CCOCC1>C(OCC)(=O)C>[ClH:23].[O:1]([C:8]1[N:13]=[N:12][C:11]([O:14][CH:15]2[CH:20]3[CH2:19][CH2:18][N:17]([CH2:22][CH2:21]3)[CH2:16]2)=[CH:10][CH:9]=1)[C:2]1[CH:3]=[CH:4][CH:5]=[CH:6][CH:7]=1 |f:4.5|. Procedure details: The product of Example 27C (120 mg, 0.45 mmol) in ethyl acetate (5 mL) was treated with 4M HCl in 1,4-dioxane (0.5 mL, 2 mmol). The title compound was obtained as a solid (120 mg, yield, 80%). 1H NMR (MeOH-d4, 300 MHz) δ 1.85–2.18 (m, 1H), 2.30–2.45 (m, 1H), 2.56–2.64 (m, 1H), 3.35–3.50 (m, 5H), 3.85–3.9(m, 1H), 5.45 (m, 1H), 7.18–7.26 (m, 2H), 7.28–7.36 (m, 1H), 7.45–7.51 (m, 2H), 7.52 (s, 2H) ppm. MS (DCl/NH3) m/z 265 (M+H)+. Anal. Calculated for C20H22N2O2.2.0HCl: C, 55.14; H, 5.72; N, 11.35.... RXN SMILES: [CH3:1][C:2]1[C:11]([CH2:12][CH2:13][C:14]2[N:18]=[C:17]([CH2:19][C:20]3([CH2:25][C:26]([OH:28])=[O:27])CCCC3)[O:16][N:15]=2)=[CH:10][C:9]2[CH2:8][CH2:7][CH2:6][NH:5][C:4]=2[N:3]=1.[C:29]1(C2CCC(=O)OC2=O)[CH:34]=[CH:33][CH:32]=[CH:31][CH:30]=1>>[CH3:1][C:2]1[C:11]([CH2:12][CH2:13][C:14]2[N:18]=[C:17]([CH2:19][CH2:20][CH:25]([C:29]3[CH:34]=[CH:33][CH:32]=[CH:31][CH:30]=3)[C:26]([OH:28])=[O:27])[O:16][N:15]=2)=[CH:10][C:9]2[CH2:8][CH2:7][CH2:6][NH:5][C:4]=2[N:3]=1. Procedure: The procedure for the preparation of the product of EXAMPLE 8 was repeated using 2-phenylglutaric anhydride (Aldrich) in the place of 3,3-tetramethyleneglutaric anhydride to provide a 55:45 mixture of the title products as a gum. 1H (CD3OD) δ 1.90 (2H, m); 2.15-2.35 (2H, comp. band); 2.32/2.40 (3H, s); 2.42-2.53 (1H, comp. band); 2.69/2.76 (2H, t); 2.85 (1H, m); 2.92-3.04 (4H, comp. band); 3.45 (2H, t); 3.66/4.39, (1H, t); 7.23-7.40 (5H, comp. band), 7.44/7.52 (1H, s). Product: CC1=NC=2NCCCC2C=C1CCC1=NOC(=N1)CCC(C(=O)O)C1=CC=CC=C1 (4-{3-[2-(2-methyl-5,6,7,8-tetrahydro-1,8-naphthyridin-3-yl)ethyl]-1,2,4-oxadiazol-5-yl}-2-phenylbutanoic acid). Starting materials: CC1=NC=2NCCCC2C=C1CCC1=NOC(=N1)CC1(CCCC1)CC(=O)O ([1-({3-[2-(2-methyl-5,6,7,8-tetrahydro-1,8-naphthyridin-3-yl)ethyl]-1,2,4-oxadiazol-5-yl}methyl)cyclopentyl]acetic acid), C1(=CC=CC=C1)C1C(=O)OC(CC1)=O (2-phenylglutaric anhydride), title products. The reactants are CC(C)N=C=O, NCC1CC(n2cc(-c3cccc(OCc4ccccc4)c3)c3c(N)ncnc32)C1. Product: CC(C)NC(=O)NCC1CC(n2cc(-c3cccc(OCc4ccccc4)c3)c3c(N)ncnc32)C1. Reaction SMILES: [CH3:31][CH:32]([CH3:33])[N:34]=[C:35]=[O:36].[NH2:1][CH2:2][CH:3]1[CH2:4][CH:5]([n:7]2[cH:8][c:9](-[c:17]3[cH:18][c:19]([O:23][CH2:24][c:25]4[cH:26][cH:27][cH:28][cH:29][cH:30]4)[cH:20][cH:21][cH:22]3)[c:10]3[c:11]2[n:12][cH:13][n:14][c:15]3[NH2:16])[CH2:6]1>>[NH:1]([CH2:2][CH:3]1[CH2:4][CH:5]([n:7]2[cH:8][c:9](-[c:17]3[cH:18][c:19]([O:23][CH2:24][c:25]4[cH:26][cH:27][cH:28][cH:29][cH:30]4)[cH:20][cH:21][cH:22]3)[c:10]3[c:11]2[n:12][cH:13][n:14][c:15]3[NH2:16])[CH2:6]1)[C:35]([NH:34][CH:32]([CH3:31])[CH3:33])=[O:36]. Reactants: ClC1=CC=C(C=C1)CCCN1CCNCC1 (3-(4-chlorophenyl)propyl piperazine), [OH-].[K+] (potassium hydroxide), BrCCCCl (1-bromo-3-chloropropane). Run in CS(=O)C (dimethyl sulfoxide). Product: Cl.Cl.ClC1=CC=C(C=C1)CCCN1CCN(CC1)CCCCl (1-[3-(4-chlorophenyl)propyl]-4-(3-chloropropyl)piperazine dihydrochloride). Isolated yield 104.9%. RXN SMILES: [Cl:1][C:2]1[CH:7]=[CH:6][C:5]([CH2:8][CH2:9][CH2:10][N:11]2[CH2:16][CH2:15][NH:14][CH2:13][CH2:12]2)=[CH:4][CH:3]=1.[OH-].[K+].Br[CH2:20][CH2:21][CH2:22][Cl:23]>CS(C)=O>[ClH:1].[ClH:23].[Cl:1][C:2]1[CH:7]=[CH:6][C:5]([CH2:8][CH2:9][CH2:10][N:11]2[CH2:12][CH2:13][N:14]([CH2:20][CH2:21][CH2:22][Cl:23])[CH2:15][CH2:16]2)=[CH:4][CH:3]=1 |f:1.2,5.6.7|. Procedure details: The procedure described in Example 17(a) was followed, using 27.0 g of 3-(4-chlorophenyl)propyl piperazine, 22.0 g of potassium hydroxide, 250 ml of dimethyl sulfoxide and 17.7 g of 1-bromo-3-chloropropane to give 22.9 g (54% of theory) of 1-[3-(4-chlorophenyl)propyl]-4-(3-chloropropyl)piperazine dihydrochloride. The solvent is C(COCCO)O (diethylene glycol), O (water), O (water). The reactants are CC1=CC2=C(S1)C(C=1C=CC=CC12)=O (2-methyl-8H-indeno[2,1-b]thiophen-8-one), O.NN (hydrazine monohydrate), [OH-].[K+] (KOH). Procedure details: A mixture of 6.83 g (0.034 mol) of 2-methyl-8H-indeno[2,1-b]thiophen-8-one and 9.1 mL (0.182 mol) of hydrazine monohydrate in 91 mL of diethylene glycol was stirred at 80° C. for 40 min and then refluxed for 1 h. The resulting mixture was cooled to room temperature, treated with a solution of 9.5 g (0.169 mol) of KOH in 34 mL water and then refluxed for 2 h. The resulting mixture was poured into 600 mL of water, the precipitate was filtered, washed 5 times with 200 mL of water and dried. Yield 5... RXN SMILES: [CH3:1][C:2]1[S:6][C:5]2[C:7](=O)[C:8]3[CH:9]=[CH:10][CH:11]=[CH:12][C:13]=3[C:4]=2[CH:3]=1.O.NN.[OH-].[K+]>C(O)COCCO.O>[CH3:1][C:2]1[S:6][C:5]2[CH2:7][C:8]3[CH:9]=[CH:10][CH:11]=[CH:12][C:13]=3[C:4]=2[CH:3]=1 |f:1.2,3.4|. The product is CC1=CC2=C(S1)CC=1C=CC=CC12 (2-methyl-8H-indeno[2,1-b]thiophene). Conditions: temperature 80 celsius, time 40 minute. Reactants: ClC1=CC=C(C=C1)N1N=C2C=CC=CC2=C1C(C(=O)O)C1CCCCC1 ([2-(4-chloro-phenyl)-2H-indazol-3-yl]-cyclohexyl-acetic acid), N[C@@H]1CC[C@H](CC1)O ((trans)-4-amino-cyclohexanol), acid chloride, S(=O)(Cl)Cl (thionyl chloride). Reagents/catalysts: CN(C)C=1C=CN=CC1 (DMAP). The product is ClC1=CC=C(C=C1)N1N=C2C=CC=CC2=C1C(C(=O)N[C@@H]1CC[C@H](CC1)O)C1CCCCC1 (2-[2-(4-Chloro-phenyl)-2H-indazol-3-yl]-2-cyclohexyl-(trans)-N-(4-hydroxy-cyclohexyl)-acetamide). RXN SMILES: [Cl:1][C:2]1[CH:7]=[CH:6][C:5]([N:8]2[C:16]([CH:17]([CH:21]3[CH2:26][CH2:25][CH2:24][CH2:23][CH2:22]3)[C:18](O)=[O:19])=[C:15]3[C:10]([CH:11]=[CH:12][CH:13]=[CH:14]3)=[N:9]2)=[CH:4][CH:3]=1.S(Cl)(Cl)=O.[NH2:31][C@H:32]1[CH2:37][CH2:36][C@H:35]([OH:38])[CH2:34][CH2:33]1>CN(C1C=CN=CC=1)C>[Cl:1][C:2]1[CH:3]=[CH:4][C:5]([N:8]2[C:16]([CH:17]([CH:21]3[CH2:26][CH2:25][CH2:24][CH2:23][CH2:22]3)[C:18]([NH:31][C@H:32]3[CH2:37][CH2:36][C@H:35]([OH:38])[CH2:34][CH2:33]3)=[O:19])=[C:15]3[C:10]([CH:11]=[CH:12][CH:13]=[CH:14]3)=[N:9]2)=[CH:6][CH:7]=1. Reported procedure: In analogy to the procedure described in example 6, [2-(4-chloro-phenyl)-2H-indazol-3-yl]-cyclohexyl-acetic acid was converted into the corresponding acid chloride with thionyl chloride which subsequently reacted with (trans)-4-amino-cyclohexanol (CAS Reg. No. 27489-62-9) in the presence of DMAP to give the title compound as colorless oil. MS: m/e=466.4 [M+H+].